Dataset: the Open Reaction Database (ORD), a public repository of structured organic reaction records. Task: describe an organic reaction: reactants, conditions, products, and yield Reagents/catalysts: [Cl-].[Zn+2].[Cl-] (zinc chloride). The reactants are sulphoxide, sulphoxide, I(=O)(=O)(=O)[O-].[Na+] (sodium metaperiodate), silyl enol, C1(CCCCCO1)=O (ε-caprolactone), C1(=CC=CC=C1)SCCl (chloromethyl phenyl sulphide). As a reaction SMILES: [C:1]1(=[O:8])[O:7][CH2:6][CH2:5][CH2:4][CH2:3][CH2:2]1.[C:9]1(SCCl)C=CC=CC=1.I([O-])(=O)(=O)=O.[Na+]>[Cl-].[Zn+2].[Cl-].C1(C)C=CC=CC=1>[CH2:9]=[C:2]1[CH2:3][CH2:4][CH2:5][CH2:6][O:7][C:1]1=[O:8] |f:2.3,4.5.6|. Solvent: C1(=CC=CC=C1)C (toluene). Reported procedure: This synthesis was carried out by reaction of the silyl enol of ε-caprolactone with chloromethyl phenyl sulphide in the presence of a catalytic amount of zinc chloride to give the sulphurized compound, which was oxidized into sulphoxide using sodium metaperiodate. Pyrolysis of the sulphoxide in refluxing toluene gave α-methylene-ε-caprolactone. Yields the product C=C1C(=O)OCCCC1 (α-methylene-ε-caprolactone). Starting materials: C(C)(=O)SC(C(=O)O)C (S-acetyl-mercaptopropionic acid), ON1C(CCC1=O)=O (N-hydroxysuccinimide), C1(CCCCC1)N=C=NC1CCCCC1 (dicyclohexylcarbodiimide), C(C)(=O)OCC (ethyl acetate). Product: CC(=O)SCCC(=O)ON1C(=O)CCC1=O (SATP). Isolated yield 50.0%. Reaction SMILES: [C:1]([S:4][CH:5]([CH3:9])C(O)=O)(=[O:3])[CH3:2].[OH:10][N:11]1[C:15](=[O:16])[CH2:14][CH2:13][C:12]1=[O:17].C1(N=C=NC2CCCCC2)CCCCC1.[C:33](OCC)(=[O:35])C>>[CH3:2][C:1]([S:4][CH2:5][CH2:9][C:33]([O:10][N:11]1[C:15](=[O:16])[CH2:14][CH2:13][C:12]1=[O:17])=[O:35])=[O:3]. Procedure details: 16.2 g (0.1 mol) S-acetyl-mercaptopropionic acid, 12.7 g (0.11 mol) N-hydroxysuccinimide and 22.7 g (0.11 mol) dicyclohexylcarbodiimide are stirred in 0.4 l absolute ethyl acetate for 16 hours at 20° C. The precipitate which forms is filtered off and the filtrate is evaporated in a vacuum. The oily residue is taken up in a small amount of ethyl acetate and cooled. In this process further precipitate is formed which is discarded. This process is repeated twice. 13 g (50%) SATP is obtained from th... The reactants are CN1CCN(CC1)CCOC1=CC=C(C=C1)N (4-[2-(4-methyl-piperazin-1-yl)-ethoxy]-phenylamine), ClC1=CC(=NC=N1)NCC ((6-chloro-pyrimidin-4-yl)-ethyl-amine). Run at temperature 150 celsius, time 20 hour. Product: CNC1=NC=NC(=C1)NC1=CC=C(C=C1)OCCN1CCN(CC1)C (N-Methyl-N′-{4-[2-(4-methyl-piperazin-1-yl)-ethoxy]-phenyl}-pyrimidine-4,6-diamine). RXN SMILES: [CH3:1][N:2]1[CH2:7][CH2:6][N:5]([CH2:8][CH2:9][O:10][C:11]2[CH:16]=[CH:15][C:14]([NH2:17])=[CH:13][CH:12]=2)[CH2:4][CH2:3]1.Cl[C:19]1[N:24]=[CH:23][N:22]=[C:21]([NH:25][CH2:26]C)[CH:20]=1>>[CH3:26][NH:25][C:21]1[CH:20]=[C:19]([NH:17][C:14]2[CH:15]=[CH:16][C:11]([O:10][CH2:9][CH2:8][N:5]3[CH2:6][CH2:7][N:2]([CH3:1])[CH2:3][CH2:4]3)=[CH:12][CH:13]=2)[N:24]=[CH:23][N:22]=1. Reported procedure: The title compound is prepared as described in Example 160A but using 4-[2-(4-methyl-piperazin-1-yl)-ethoxy]-phenylamine (500 mg, 2.13 mmol, 1 eq.), (6-chloro-pyrimidin-4-yl)-ethyl-amine and stirring the reaction mixture at 150° C. for 20 h. Purification of the crude product by silica gel column chromatography (DCM/MeOH+1% NH3aq, 9:1) followed by trituration in diethyl ether affords 250 mg of the title compound as a white solid: ESI-MS: 343.2 [MH]+; tR=1.00 min (gradient J); TLC: Rf=0.23 (DCM/Me... The reactants are Cl.C1(CC1)C=1N=CC(=NC1)O[C@H]1C[C@@H]2N(C(CCNC2)=O)C1 ((8S,9aS)-8-[(5-cyclopropylpyrazin-2-yl)oxy]octahydro-5H-pyrrolo[1,2-a][1,4]diazepin-5-one hydrochloride), FC(OC1=CC=C(C=O)C=C1)(F)F (4-(trifluoromethoxy)benzaldehyde), C(C)N(C(C)C)C(C)C (N-ethyl-N-isopropylpropan-2-amine), C(C)(=O)O[BH-](OC(C)=O)OC(C)=O.[Na+] (sodium triacetoxyborohydride). The solvent is ClC(C)Cl (dichloroethane). Reaction conditions: time 10 minute. Yields the product C1(CC1)C=1N=CC(=NC1)O[C@H]1C[C@@H]2N(C(CCN(C2)CC2=CC=C(C=C2)OC(F)(F)F)=O)C1 ((8S,9aS)-8-[(5-cyclopropylpyrazin-2-yl)oxy]-2-[4-(trifluoromethoxy)benzyl]octahydro-5H-pyrrolo[1,2-a][1,4]diazepin-5-one). Isolated yield 46.3%. RXN SMILES: Cl.[CH:2]1([C:5]2[N:6]=[CH:7][C:8]([O:11][C@@H:12]3[CH2:22][N:15]4[C:16](=[O:21])[CH2:17][CH2:18][NH:19][CH2:20][C@@H:14]4[CH2:13]3)=[N:9][CH:10]=2)[CH2:4][CH2:3]1.[F:23][C:24]([F:35])([F:34])[O:25][C:26]1[CH:33]=[CH:32][C:29]([CH:30]=O)=[CH:28][CH:27]=1.C(N(C(C)C)C(C)C)C.C(O[BH-](OC(=O)C)OC(=O)C)(=O)C.[Na+]>ClC(Cl)C>[CH:2]1([C:5]2[N:6]=[CH:7][C:8]([O:11][C@@H:12]3[CH2:22][N:15]4[C:16](=[O:21])[CH2:17][CH2:18][N:19]([CH2:30][C:29]5[CH:32]=[CH:33][C:26]([O:25][C:24]([F:23])([F:34])[F:35])=[CH:27][CH:28]=5)[CH2:20][C@@H:14]4[CH2:13]3)=[N:9][CH:10]=2)[CH2:4][CH2:3]1 |f:0.1,4.5|. Reported procedure: To (8S,9aS)-8-[(5-cyclopropylpyrazin-2-yl)oxy]octahydro-5H-pyrrolo[1,2-a][1,4]diazepin-5-one hydrochloride (50 mg, 0.154 mmol, Part D) in anhydrous dichloroethane (0.7 mL) was added 4-(trifluoromethoxy)benzaldehyde (38 mg, 0.2 mmol), and N-ethyl-N-isopropylpropan-2-amine (39.8 mg, 0.308 mmol). After 10 minutes, sodium triacetoxyborohydride (75 mg, 0.354 mmol) was added. The mixture was stirred at room temperature overnight and then concentrated. The residue was purified by chromatography on sili... Reactants: CC1=C(CC(C#N)C(C)=O)C=CC=C1 (2-(2-methylbenzyl)-3-oxobutanenitrile), O.NN (hydrazine hydrate). Solvent: C(C)O (ethanol). The product is CC1=NNC(=C1CC1=C(C=CC=C1)C)N (3-methyl-4-(2-methylbenzyl)-1H-pyrazol-5-amine). Isolated yield 37.8%. RXN SMILES: [CH3:1][C:2]1[CH:14]=[CH:13][CH:12]=[CH:11][C:3]=1[CH2:4][CH:5]([C:8](=O)[CH3:9])[C:6]#[N:7].O.[NH2:16][NH2:17]>C(O)C>[CH3:9][C:8]1[C:5]([CH2:4][C:3]2[CH:11]=[CH:12][CH:13]=[CH:14][C:2]=2[CH3:1])=[C:6]([NH2:7])[NH:17][N:16]=1 |f:1.2|. Procedure details: To a solution of 2-(2-methylbenzyl)-3-oxobutanenitrile (7.39 g, 39.5 mmol) in ethanol (400 mL) was added hydrazine hydrate (1.97 g, 39.5 mmol) and stirred under reflux for 16 h. The mixture was cooled to room temperature and concentrated. The residue was purified by silica gel column (petroleum ether/ethyl acetate=1/1 then DCM:methanol=40:1) to provide the titled compound (3.005 g, 38%) as a yellow solid; LC/MS: MS (ES+) m/e 202 (MH+); 1H NMR (300 MHz, CDCl3) δ ppm 2.12 (s, 3H), 2.33 (s, 3H), 3....